Dataset: the Open Reaction Database (ORD), a public repository of structured organic reaction records. Task: describe an organic reaction: reactants, conditions, products, and yield The reactants are N1[C@H](C(=O)OC)CCC1 (L-Pro-OMe), C(CC)NS(=O)(=O)C=1C=C2C(C(NC2=CC1)=O)=O (2,3-Dioxo-2,3-dihydro-1H-indole-5-sulfonic acid propylamide). Product: COC(=O)[C@H]1N(CCC1)S(=O)(=O)C=1C=C2C(C(NC2=CC1)=O)=O ((S)-1-(2,3-Dioxo-2,3-dihydro-1H-indole-5-sulfonyl)-pyrrolidine-2-carboxylic acid methyl ester). RXN SMILES: [NH:1]1[CH2:9][CH2:8][CH2:7][C@H:2]1[C:3]([O:5][CH3:6])=[O:4].C(N[S:14]([C:17]1[CH:18]=[C:19]2[C:23](=[CH:24][CH:25]=1)[NH:22][C:21](=[O:26])[C:20]2=[O:27])(=[O:16])=[O:15])CC>>[CH3:6][O:5][C:3]([C@@H:2]1[CH2:7][CH2:8][CH2:9][N:1]1[S:14]([C:17]1[CH:18]=[C:19]2[C:23](=[CH:24][CH:25]=1)[NH:22][C:21](=[O:26])[C:20]2=[O:27])(=[O:15])=[O:16])=[O:4]. Reported procedure: The title compound was prepared from L-Pro-OMe following the procedure for 2,3-Dioxo-2,3-dihydro-1H-indole-5-sulfonic acid propylamide.